describe an organic reaction: reactants, conditions, products, and yield From a dataset of the Open Reaction Database (ORD), a public repository of structured organic reaction records. The reactants are Cl (hydrochloric acid), [Li+].[OH-] (LiOH), O (water), ClC=1C(=CC(=C(C(=O)OCC2=CC=CC=C2)C1)OCC1=CC=CC=C1)C(=O)N1CCOCC1 (Phenylmethyl 5-chloro-4-(4-morpholinylcarbonyl)-2-[(phenylmethyl)oxy]benzoate). The solvent is O1CCCC1 (tetrahydrofuran). Conditions: temperature 45 celsius. Yields the product ClC=1C(=CC(=C(C(=O)O)C1)OCC1=CC=CC=C1)C(=O)N1CCOCC1 (5-Chloro-4-(4-morpholinylcarbonyl)-2-[(phenylmethyl)oxy]benzoic acid). Reaction SMILES: [Cl:1][C:2]1[C:3]([C:26]([N:28]2[CH2:33][CH2:32][O:31][CH2:30][CH2:29]2)=[O:27])=[CH:4][C:5]([O:18][CH2:19][C:20]2[CH:25]=[CH:24][CH:23]=[CH:22][CH:21]=2)=[C:6]([CH:17]=1)[C:7]([O:9]CC1C=CC=CC=1)=[O:8].[Li+].[OH-].O.Cl>O1CCCC1>[Cl:1][C:2]1[C:3]([C:26]([N:28]2[CH2:33][CH2:32][O:31][CH2:30][CH2:29]2)=[O:27])=[CH:4][C:5]([O:18][CH2:19][C:20]2[CH:25]=[CH:24][CH:23]=[CH:22][CH:21]=2)=[C:6]([CH:17]=1)[C:7]([OH:9])=[O:8] |f:1.2|. Procedure: Phenylmethyl 5-chloro-4-(4-morpholinylcarbonyl)-2-[(phenylmethyl)oxy]benzoate (may be prepared as described in Description 66; 381 mg, 0.82 mmol) was redissolved in tetrahydrofuran (4 ml) and LiOH (64 mg, 2.67 mmol) and water (1 ml) were added. The solution was heated at 45° C. for 90 minutes, 2M hydrochloric acid (1.33 ml, 2.66 mmol) was added and the solvent removed in vacuo. The solid was partitioned between 2M HCl (5 ml) and ethyl acetate (40 ml). The organic layer was dried (MgSO4) and the ... The reactants are C(=O)CNC(=CC#N)C=1OC=C2C1C=CC=C2 (β-[(Formylmethyl)amino]-2-benzofuranacrylonitrile), FC(C(=O)O)(F)F (trifluoroacetic acid). Solvent: O (water). Run at time 1 hour. The product is O1C(=CC2=C1C=CC=C2)C=2NC=CC2C#N (2-(2-Benzofuranyl)Pyrrole-3-Carbonitrile). Reaction SMILES: [CH:1]([CH2:3][NH:4][C:5]([C:9]1[O:10][CH:11]=[C:12]2[CH:17]=[CH:16][CH:15]=[CH:14][C:13]=12)=[CH:6][C:7]#[N:8])=O.FC(F)(F)C(O)=O>O>[O:10]1[C:11]2[CH:12]=[CH:17][CH:16]=[CH:15][C:14]=2[CH:13]=[C:9]1[C:5]1[NH:4][CH:3]=[CH:1][C:6]=1[C:7]#[N:8]. Procedure details: β-[(Formylmethyl)amino]-2-benzofuranacrylonitrile (1.00 g, 3.33 mmol) is added dropwise to trifluoroacetic acid (5 mL). The reaction mixture is stirred at room temperature for one hour, diluted with water and extracted with ethyl acetate. The organic extract is washed sequentially with saturated sodium hydrogen carbonate solution and brine, dried over MgSO4, decolorized with charcoal and concentrated in vacuo to obtain an orange solid. Dry column chromatography of the solid using silica gel and ... The reactants are C1CCOC1, CC(C)(C)[O-], O=C=NCCCl, [K+], CSCCCNc1nc(C(C)(C)C)ncc1C(=O)N(CC(C)C)C1CC(N)CN(C(=O)OC(C)(C)C)C1, O. Product: CSCCCNc1nc(C(C)(C)C)ncc1C(=O)N(CC(C)C)C1CC(N2CCNC2=O)CN(C(=O)OC(C)(C)C)C1. RXN SMILES: [CH2:50]1[O:51][CH2:52][CH2:53][CH2:54]1.[CH3:44][C:45]([CH3:46])([O-:47])[CH3:48].[Cl:38][CH2:39][CH2:40][N:41]=[C:42]=[O:43].[K+:49].[NH2:1][CH:2]1[CH2:3][N:4]([C:31](=[O:32])[O:33][C:34]([CH3:35])([CH3:36])[CH3:37])[CH2:5][CH:6]([N:8]([CH2:9][CH:10]([CH3:11])[CH3:12])[C:13](=[O:14])[c:15]2[c:16]([NH:25][CH2:26][CH2:27][CH2:28][S:29][CH3:30])[n:17][c:18]([C:21]([CH3:22])([CH3:23])[CH3:24])[n:19][cH:20]2)[CH2:7]1.[OH2:55]>>[N:1]1([CH:2]2[CH2:3][N:4]([C:31](=[O:32])[O:33][C:34]([CH3:35])([CH3:36])[CH3:37])[CH2:5][CH:6]([N:8]([CH2:9][CH:10]([CH3:11])[CH3:12])[C:13](=[O:14])[c:15]3[c:16]([NH:25][CH2:26][CH2:27][CH2:28][S:29][CH3:30])[n:17][c:18]([C:21]([CH3:22])([CH3:23])[CH3:24])[n:19][cH:20]3)[CH2:7]2)[CH2:39][CH2:40][NH:41][C:42]1=[O:43]. Starting materials: Cl (hydrochloric acid), C(C=C)C1(C2(CCC3=CC=C(C=C13)OC)OCCO2)CCNCC2CC2 (1-allyl-1-[2-(N-cyclopropylmethylamino)ethyl]-2,2-ethylenedioxy-7-methoxy-1,2,3,4-tetrahydronaphthalene). The solvent is C(C)O (ethanol). Run at time 16 hour. The product is C(C=C)C12CCN(C2=CCC2=C1C=C(C=C2)OC)CC2CC2 (9b-Allyl-3-cyclopropylmethyl-8-methoxy-5,9b-dihydrobenz[e]indoline). RXN SMILES: [CH2:1]([C:4]1([CH2:20][CH2:21][NH:22][CH2:23][CH:24]2[CH2:26][CH2:25]2)[C:13]2[C:8](=[CH:9][CH:10]=[C:11]([O:14][CH3:15])[CH:12]=2)[CH2:7][CH2:6][C:5]21OCCO2)[CH:2]=[CH2:3].Cl>C(O)C>[CH2:1]([C:4]12[C:13]3[CH:12]=[C:11]([O:14][CH3:15])[CH:10]=[CH:9][C:8]=3[CH2:7][CH:6]=[C:5]1[N:22]([CH2:23][CH:24]1[CH2:26][CH2:25]1)[CH2:21][CH2:20]2)[CH:2]=[CH2:3]. Procedure details: Preparation From 1-allyl-1-[2-(N-cyclopropylmethylamino)ethyl]-2,2-ethylenedioxy-7-methoxy-1,2,3,4-tetrahydronaphthalene (XIXa). To a solution of 30.4 g (85 mmole) XIXa in ethanol (125 ml) was added a solution of 4% hydrochloric acid (125 ml). The reaction mixture was stirred at room temperature overnight (16 hrs) and then concentrated under vacuum to about half volume, alkalified with 10% sodium hydroxide and extracted with ether (2×100 ml). Combined extracts were washed with water (2×80 ml) an... Reactants: C(C)OC(=O)C=1C=CC(=NC1)Cl (2-Chloro-5-pyridinecarboxylicacid ethylester), C1(CCCCC1)N (cyclohexylamine). Yields the product C1(CCCCC1)NC1=NC=C(C=C1)C(=O)O (2- cyclohexylamino-5-pyridine carboxylic acid), C1(CCCCC1)[NH-] (N-cyclohexylamide), ester. As a reaction SMILES: C([O:3][C:4]([C:6]1[CH:7]=[CH:8][C:9](Cl)=[N:10][CH:11]=1)=[O:5])C.[CH:13]1([NH2:19])[CH2:18][CH2:17][CH2:16][CH2:15][CH2:14]1>>[CH:13]1([NH:19][C:9]2[CH:8]=[CH:7][C:6]([C:4]([OH:3])=[O:5])=[CH:11][N:10]=2)[CH2:18][CH2:17][CH2:16][CH2:15][CH2:14]1.[CH:13]1([NH-:19])[CH2:18][CH2:17][CH2:16][CH2:15][CH2:14]1. Procedure: 2-Chloro-5-pyridinecarboxylicacid ethylester (g,,5.0 mMol) was treated with 10 mMol cyclohexylamine and the mixture heated for 6 hours at 100° in a sealed tube. Preparative HPLC of the crude product gave the title compound along with equal amounts of the N-cyclohexylamide of the starting ester. Yields the product NC(=C[N+](=O)[O-])N1CCN(CC1)C (1-Amino-1-[4-methylpiperazino]-2-nitroethene). Solvent: ClCC(Cl)(Cl)Cl (tetrachloroethane). Reactants: CN1CCNCC1 (methyl-piperazine), CSC(=C[N+](=O)[O-])SC (1,1-bis-(methylthio)-2-nitroethene), N (ammonia). RXN SMILES: CS[C:3](SC)=[CH:4][N+:5]([O-:7])=[O:6].[CH3:10][N:11]1[CH2:16][CH2:15][NH:14][CH2:13][CH2:12]1.[NH3:17]>ClCC(Cl)(Cl)Cl>[NH2:17][C:3]([N:14]1[CH2:15][CH2:16][N:11]([CH3:10])[CH2:12][CH2:13]1)=[CH:4][N+:5]([O-:7])=[O:6]. Procedure: An amount of 16.5 g of 1,1-bis-(methylthio)-2-nitroethene is dissolved at high temperature in 100 ml of tetrachloroethane, equimolar amounts of methyl-piperazine are added, the mixture is refluxed over 2 hours; the mass is cooled and anhydrous gaseous ammonia is added to it up to saturation. Starting materials: CC(=O)O[BH-](OC(C)=O)OC(C)=O, CC(=O)O, Fc1ccnc(C2=CCC(c3nnc4n3-c3ccc(Cl)cc3CNC4)CC2)c1, ClCCCl, [Na+]. The product is CN1Cc2cc(Cl)ccc2-n2c(nnc2C2CC=C(c3cc(F)ccn3)CC2)C1. RXN SMILES: [C:33]([O:34][BH-:35]([O:36][C:37](=[O:38])[CH3:39])[O:40][C:41](=[O:42])[CH3:43])(=[O:44])[CH3:45].[CH3:29][C:30](=[O:31])[OH:32].[Cl:1][c:2]1[cH:3][c:4]2[c:5]([cH:27][cH:28]1)-[n:6]1[c:7]([CH:14]3[CH2:15][CH:16]=[C:17]([c:20]4[n:21][cH:22][cH:23][c:24]([F:26])[cH:25]4)[CH2:18][CH2:19]3)[n:8][n:9][c:10]1[CH2:11][NH:12][CH2:13]2.[Cl:47][CH2:48][CH2:49][Cl:50].[Na+:46]>>[Cl:1][c:2]1[cH:3][c:4]2[c:5]([cH:27][cH:28]1)-[n:6]1[c:7]([CH:14]3[CH2:15][CH:16]=[C:17]([c:20]4[n:21][cH:22][cH:23][c:24]([F:26])[cH:25]4)[CH2:18][CH2:19]3)[n:8][n:9][c:10]1[CH2:11][N:12]([CH3:29])[CH2:13]2. Reactants: C(C)C1=C(C(=CC=C1)CC)C=1C=C2C(=CN1)N(C=C2)C2=CC=C(C=C2)C(C)C (5-(2,6-diethyl-phenyl)-1-(4-isopropyl-phenyl)-1H-pyrrolo[2,3-c]pyridine), C1CC(=O)N(C1=O)Br (NBS). The solvent is C(Cl)Cl (DCM). Reaction conditions: time 1 hour. Yields the product BrC1=CN(C2=CN=C(C=C21)C2=C(C=CC=C2CC)CC)C2=CC=C(C=C2)C(C)C (3-bromo-5-(2,6-diethyl-phenyl)-1-(4-isopropyl-phenyl)-1H-pyrrolo[2,3-c]pyridine). Reaction SMILES: [CH2:1]([C:3]1[CH:8]=[CH:7][CH:6]=[C:5]([CH2:9][CH3:10])[C:4]=1[C:11]1[CH:12]=[C:13]2[CH:19]=[CH:18][N:17]([C:20]3[CH:25]=[CH:24][C:23]([CH:26]([CH3:28])[CH3:27])=[CH:22][CH:21]=3)[C:14]2=[CH:15][N:16]=1)[CH3:2].C1C(=O)N([Br:36])C(=O)C1>C(Cl)Cl>[Br:36][C:19]1[C:13]2[C:14](=[CH:15][N:16]=[C:11]([C:4]3[C:5]([CH2:9][CH3:10])=[CH:6][CH:7]=[CH:8][C:3]=3[CH2:1][CH3:2])[CH:12]=2)[N:17]([C:20]2[CH:25]=[CH:24][C:23]([CH:26]([CH3:28])[CH3:27])=[CH:22][CH:21]=2)[CH:18]=1. Reported procedure: To a solution of 5-(2,6-diethyl-phenyl)-1-(4-isopropyl-phenyl)-1H-pyrrolo[2,3-c]pyridine (2.36 g, 6.4 mmol) in DCM (50 mL), NBS (1.25 g, 7.0 mmol) is added and the mixture is stirred at room temperature for 1 h. The mixture is concentrated under reduced pressure, and the product is dissolved in a 5:1 EtOAc/Hexane mixture and filtered over a small pad of silica gel. The solvent is removed under reduced pressure to afford 3-bromo-5-(2,6-diethyl-phenyl)-1-(4-isopropyl-phenyl)-1H-pyrrolo[2,3-c]pyrid... Starting materials: C(C)OC(=O)C=1C(=C2C(=NC1)N(N=C2)CC)Cl (4-Chloro-1-ethyl-1H-pyrazolo[3,4-b]pyridine-5-carboxylic acid ethyl ester), Cl (hydrochloric acid), O1CCCC1 (tetrahydrofuran), [H-].[Al+3].[Li+].[H-].[H-].[H-] (lithium aluminium hydride). The solvent is O (water). Run at time 2 hour. Product: ClC1=C2C(=NC=C1CO)N(N=C2)CC (4-chloro-1-ethyl-1H-pyrazolo[3,4-b]pyridine-5-methanol). As a reaction SMILES: C([O:3][C:4]([C:6]1[C:7]([Cl:17])=[C:8]2[CH:14]=[N:13][N:12]([CH2:15][CH3:16])[C:9]2=[N:10][CH:11]=1)=O)C.O1CCCC1.[H-].[Al+3].[Li+].[H-].[H-].[H-].Cl>O>[Cl:17][C:7]1[C:6]([CH2:4][OH:3])=[CH:11][N:10]=[C:9]2[N:12]([CH2:15][CH3:16])[N:13]=[CH:14][C:8]=12 |f:2.3.4.5.6.7|. Procedure: 10.02 g. of 4-Chloro-1-ethyl-1H-pyrazolo[3,4-b]pyridine-5-carboxylic acid ethyl ester (0.04 mol.) are dissolved in 100 ml. of anhydrous tetrahydrofuran. Nitrogen is passed through the flask and while stirring and cooling with tap water, 1.14 g. of lithium aluminium hydride is added a bit at a time in order to keep the reaction temperature at about 25°C. Stirring is continued for an additional two hours at room temperature. The reaction mixture is allowed to stand over night. Then 3 N-hydrochlori...